From a dataset of the Open Reaction Database (ORD), a public repository of structured organic reaction records. describe an organic reaction: reactants, conditions, products, and yield Reactants: COC(=O)C(OCC=NNC(=O)OC(C)(C)C)c1ccccc1, CO. Product: COC(=O)C(OCCNNC(=O)OC(C)(C)C)c1ccccc1. RXN SMILES: [CH3:1][O:2][C:3]([CH:4]([O:5][CH2:6][CH:7]=[N:8][NH:9][C:10](=[O:11])[O:12][C:13]([CH3:14])([CH3:15])[CH3:16])[c:17]1[cH:18][cH:19][cH:20][cH:21][cH:22]1)=[O:23].[CH3:24][OH:25]>>[CH3:1][O:2][C:3]([CH:4]([O:5][CH2:6][CH2:7][NH:8][NH:9][C:10](=[O:11])[O:12][C:13]([CH3:14])([CH3:15])[CH3:16])[c:17]1[cH:18][cH:19][cH:20][cH:21][cH:22]1)=[O:23]. The reactants are NCCCCN1C(=NC=2C(=NC=3C=C(C=CC3C21)Br)N)COCC (1-(4-aminobutyl)-7-bromo-2-ethoxymethyl-1H-imidazo[4,5-c]quinolin-4-amine), C(C)(C)N=C=O (isopropyl isocyanate). The solvent is C(Cl)(Cl)Cl (chloroform), C(Cl)(Cl)Cl (chloroform). Run at time 45 minute. The product is NC1=NC=2C=C(C=CC2C2=C1N=C(N2CCCCNC(=O)NC(C)C)COCC)Br (N-{4-[4-amino-7-bromo-2-ethoxymethyl-1H-imidazo[4,5-c]quinolin-1-yl]butyl}—N′-(1-methylethyl)urea). Isolated yield 76.4%. Reaction SMILES: [NH2:1][CH2:2][CH2:3][CH2:4][CH2:5][N:6]1[C:18]2[C:17]3[CH:16]=[CH:15][C:14]([Br:19])=[CH:13][C:12]=3[N:11]=[C:10]([NH2:20])[C:9]=2[N:8]=[C:7]1[CH2:21][O:22][CH2:23][CH3:24].[CH:25]([N:28]=[C:29]=[O:30])([CH3:27])[CH3:26]>C(Cl)(Cl)Cl>[NH2:20][C:10]1[C:9]2[N:8]=[C:7]([CH2:21][O:22][CH2:23][CH3:24])[N:6]([CH2:5][CH2:4][CH2:3][CH2:2][NH:1][C:29]([NH:28][CH:25]([CH3:27])[CH3:26])=[O:30])[C:18]=2[C:17]2[CH:16]=[CH:15][C:14]([Br:19])=[CH:13][C:12]=2[N:11]=1. Procedure: A solution of 1-(4-aminobutyl)-7-bromo-2-ethoxymethyl-1H-imidazo[4,5-c]quinolin-4-amine (2.00 g, 5.1 mmol) in chloroform (36 mL) was cooled to 0° C., and a cold solution of isopropyl isocyanate (0.50 mL, 5.4 mmol) in chloroform (4 mL) was added slowly. A precipitate formed, and the reaction was stirred for 45 minutes. The reaction mixture was triturated with ethyl acetate (200 mL), and the precipitate was isolated by filtration and dried for three days in a drying oven to provide 1.86 g of N-{4-... The reactants are CC(=O)[O-], CC(=O)O, COc1ccc(Oc2c(C)cc([N+](=O)[O-])c3c2CCC3)cc1Cc1ccc(Cl)nn1, [Na+]. Yields the product COc1ccc(Oc2c(C)cc([N+](=O)[O-])c3c2CCC3)cc1Cc1ccc(=O)[nH]n1. As a reaction SMILES: [CH3:32][C:33]([O-:34])=[O:35].[CH3:36][C:37](=[O:38])[OH:39].[Cl:1][c:2]1[n:3][n:4][c:5]([CH2:8][c:9]2[c:10]([O:29][CH3:30])[cH:11][cH:12][c:13]([O:15][c:16]3[c:17]4[c:21]([c:22]([N+:26](=[O:27])[O-:28])[cH:23][c:24]3[CH3:25])[CH2:20][CH2:19][CH2:18]4)[cH:14]2)[cH:6][cH:7]1.[Na+:31]>>[c:2]1(=[O:34])[nH:3][n:4][c:5]([CH2:8][c:9]2[c:10]([O:29][CH3:30])[cH:11][cH:12][c:13]([O:15][c:16]3[c:17]4[c:21]([c:22]([N+:26](=[O:27])[O-:28])[cH:23][c:24]3[CH3:25])[CH2:20][CH2:19][CH2:18]4)[cH:14]2)[cH:6][cH:7]1. The reactants are Cc1ccccc1, Clc1cc(Cl)c2ccccc2n1, [Na+], [Na+], O=C([O-])[O-], O, OB(O)c1ccccc1O, c1ccc(P(c2ccccc2)(c2ccccc2)[Pd](P(c2ccccc2)(c2ccccc2)c2ccccc2)(P(c2ccccc2)(c2ccccc2)c2ccccc2)P(c2ccccc2)(c2ccccc2)c2ccccc2)cc1. The product is Oc1ccccc1-c1cc(Cl)c2ccccc2n1. Reaction SMILES: [CH3:29][c:30]1[cH:31][cH:32][cH:33][cH:34][cH:35]1.[Cl:1][c:2]1[n:3][c:4]2[cH:5][cH:6][cH:7][cH:8][c:9]2[c:10]([Cl:12])[cH:11]1.[Na+:23].[Na+:24].[O-:25][C:26](=[O:27])[O-:28].[OH2:113].[OH:13][c:14]1[c:15]([B:20]([OH:21])[OH:22])[cH:16][cH:17][cH:18][cH:19]1.[cH:36]1[cH:37][cH:38][c:39]([P:40]([Pd:41]([P:42]([c:43]2[cH:44][cH:45][cH:46][cH:47][cH:48]2)([c:49]2[cH:50][cH:51][cH:52][cH:53][cH:54]2)[c:55]2[cH:56][cH:57][cH:58][cH:59][cH:60]2)([P:61]([c:62]2[cH:63][cH:64][cH:65][cH:66][cH:67]2)([c:68]2[cH:69][cH:70][cH:71][cH:72][cH:73]2)[c:74]2[cH:75][cH:76][cH:77][cH:78][cH:79]2)[P:80]([c:81]2[cH:82][cH:83][cH:84][cH:85][cH:86]2)([c:87]2[cH:88][cH:89][cH:90][cH:91][cH:92]2)[c:93]2[cH:94][cH:95][cH:96][cH:97][cH:98]2)([c:99]2[cH:100][cH:101][cH:102][cH:103][cH:104]2)[c:105]2[cH:106][cH:107][cH:108][cH:109][cH:110]2)[cH:111][cH:112]1>>[c:2]1(-[c:15]2[c:14]([OH:13])[cH:19][cH:18][cH:17][cH:16]2)[n:3][c:4]2[cH:5][cH:6][cH:7][cH:8][c:9]2[c:10]([Cl:12])[cH:11]1.